This data is from the Open Reaction Database (ORD), a public repository of structured organic reaction records. The task is: describe an organic reaction: reactants, conditions, products, and yield RXN SMILES: [CH2:1]([O:3][C:4]([C:6]1[NH:7][C:8]2[C:13]([CH:14]=1)=[C:12]([Cl:15])[CH:11]=[CH:10][C:9]=2[F:16])=[O:5])[CH3:2].[C:17]([O:21][C:22]([N:24]1[CH2:28][C@H:27]([CH3:29])OS1(=O)=O)=[O:23])([CH3:20])([CH3:19])[CH3:18]>>[CH2:1]([O:3][C:4]([C:6]1[N:7]([C@H:27]([CH3:29])[CH2:28][NH:24][C:22]([O:21][C:17]([CH3:20])([CH3:19])[CH3:18])=[O:23])[C:8]2[C:13]([CH:14]=1)=[C:12]([Cl:15])[CH:11]=[CH:10][C:9]=2[F:16])=[O:5])[CH3:2]. The reactants are C(C)OC(=O)C=1NC2=C(C=CC(=C2C1)Cl)F (4-chloro-7-fluoro-1H-indole-2-carboxylic acid ethyl ester), C(C)(C)(C)OC(=O)N1S(O[C@H](C1)C)(=O)=O ((S)-5-methyl-2,2-dioxo-[1,2,3]oxathiazolidine-3-carboxylic acid tert-butyl ester). Product: C(C)OC(=O)C=1N(C2=C(C=CC(=C2C1)Cl)F)[C@@H](CNC(=O)OC(C)(C)C)C ((R)-1-(2-tert-Butoxycarbonylamino-1-methyl-ethyl)-4-chloro-7-fluoro-1H-indole-2-carboxylic acid ethyl ester). Procedure details: The title compound, ISP-MS: m/e=399.4 (M+H+) and α D 20 = - 54.7 , was prepared in accordance with the general method of example 12b) from 4-chloro-7-fluoro-1H-indole-2-carboxylic acid ethyl ester and (S)-5-methyl-2,2-dioxo-[1,2,3]oxathiazolidine-3-carboxylic acid tert-butyl ester. e) (R)-9-Chloro-6-fluoro-4-methyl-3,4-dihydro-2H-pyrazino[1,2-a]indol-1-one Starting materials: OCCN(C1=C(C=C(C#N)C=C1)C(F)(F)F)CC(F)(F)F (4-[(2-hydroxyethyl)(2,2,2-trifluoroethyl)amino]-3-(trifluoromethyl)benzonitrile), CC(=O)C=1C=CC(=CC1)O (4-hydroxyacetophenone). The product is C(C)(=O)C1=CC=C(C=C1)OCCN(C1=C(C=C(C#N)C=C1)C(F)(F)F)CC(F)(F)F (4-[{2-[(4-Acetylphenyl)oxy]ethyl}(2,2,2-trifluoroethyl)amino]-3-(trifluoromethyl)benzonitrile). As a reaction SMILES: [OH:1][CH2:2][CH2:3][N:4]([CH2:17][C:18]([F:21])([F:20])[F:19])[C:5]1[CH:12]=[CH:11][C:8]([C:9]#[N:10])=[CH:7][C:6]=1[C:13]([F:16])([F:15])[F:14].[CH3:22][C:23]([C:25]1[CH:26]=[CH:27][C:28](O)=[CH:29][CH:30]=1)=[O:24]>>[C:23]([C:25]1[CH:26]=[CH:27][C:28]([O:1][CH2:2][CH2:3][N:4]([CH2:17][C:18]([F:19])([F:20])[F:21])[C:5]2[CH:12]=[CH:11][C:8]([C:9]#[N:10])=[CH:7][C:6]=2[C:13]([F:15])([F:16])[F:14])=[CH:29][CH:30]=1)(=[O:24])[CH3:22]. Reported procedure: Synthesized as described in Example 1C from 4-[(2-hydroxyethyl)(2,2,2-trifluoroethyl)amino]-3-(trifluoromethyl)benzonitrile and 4-hydroxyacetophenone: MS (APCI) m/z 431 (M+1).